From a dataset of the Open Reaction Database (ORD), a public repository of structured organic reaction records. describe an organic reaction: reactants, conditions, products, and yield Procedure: 6-Chloro-2-methylnicotinic acid (Example 425, Step 1) (480 mg, 2.59 mmol) was taken up in ethanol (5.2 ml). Hydrazine (0.8 ml, 12.93 mmol) was added and the reaction was heated to 80° C. overnight. It was then concentrated under reduced pressure and purified via silica gel chromatography (0-3% methanol in ethyl acetate) to yield the title compound. The product is ClC1=NC(=C(C(=O)NN)C=C1)C (6-Chloro-2-methylnicotinohydrazide). The reactants are ClC1=NC(=C(C(=O)O)C=C1)C (6-Chloro-2-methylnicotinic acid), NN (Hydrazine). As a reaction SMILES: [Cl:1][C:2]1[CH:10]=[CH:9][C:5]([C:6](O)=[O:7])=[C:4]([CH3:11])[N:3]=1.[NH2:12][NH2:13]>C(O)C>[Cl:1][C:2]1[CH:10]=[CH:9][C:5]([C:6]([NH:12][NH2:13])=[O:7])=[C:4]([CH3:11])[N:3]=1. Reaction conditions: temperature 80 celsius. The solvent is C(C)O (ethanol).